Dataset: the Open Reaction Database (ORD), a public repository of structured organic reaction records. Task: describe an organic reaction: reactants, conditions, products, and yield The reactants are CC(/C(=C/C(=O)C(C)(C)C)/O)(C)C.CC(/C(=C/C(=O)C(C)(C)C)/O)(C)C.CC(/C(=C/C(=O)C(C)(C)C)/O)(C)C.[La] (tris(2,2,6,6-tetramethyl-3,5-heptanedionato)lanthanum), C(C1=CC=C(C(=O)OC)C=C1)(=O)OC (dimethyl terephthalate), C(CCO)O (1,3-propanediol), [La] (lanthanum). Product: C(C1=CC=C(C(=O)OCCCO)C=C1)(=O)OCCCO (bis(3-hydroxypropyl) terephthalate). Reaction SMILES: [C:1]([O:13][CH3:14])(=[O:12])[C:2]1[CH:11]=[CH:10][C:5]([C:6]([O:8][CH3:9])=[O:7])=[CH:4][CH:3]=1.C(O)[CH2:16][CH2:17][OH:18].[La].CC(C)(C)/C(/O)=[CH:24]/[C:25](C(C)(C)C)=[O:26].CC(C)(C)/C(/O)=C/C(C(C)(C)C)=O.CC(C)(C)/C(/O)=C/C(C(C)(C)C)=O.[La]>>[C:6]([O:8][CH2:9][CH2:16][CH2:17][OH:18])(=[O:7])[C:5]1[CH:10]=[CH:11][C:2]([C:1]([O:13][CH2:14][CH2:24][CH2:25][OH:26])=[O:12])=[CH:3][CH:4]=1 |f:3.4.5.6|. Procedure: This example demonstrates the transesterification reaction of dimethyl terephthalate with 1,3-propanediol using lanthanum t-butylacetylacetonate (otherwise known as tris(2,2,6,6-tetramethyl-3,5-heptanedionato)lanthanum or La(t-Bu-acac)3) as the transesterification catalyst (100 ppm La based on final polymer) to form bis(3-hydroxypropyl) terephthalate. The reactants are C1CCOC1, COC(=O)C(Cc1ccc(OCCN(C)C(=O)C2CCCCC2)cc1)Nc1nc(-c2ccccc2)cs1, CO, [Li+], [OH-], O, O. The product is CN(CCOc1ccc(CC(Nc2nc(-c3ccccc3)cs2)C(=O)O)cc1)C(=O)C1CCCCC1. RXN SMILES: [CH2:41]1[O:42][CH2:43][CH2:44][CH2:45]1.[CH3:1][O:2][C:3]([CH:4]([CH2:5][c:6]1[cH:7][cH:8][c:9]([O:12][CH2:13][CH2:14][N:15]([CH3:16])[C:17](=[O:18])[CH:19]2[CH2:20][CH2:21][CH2:22][CH2:23][CH2:24]2)[cH:10][cH:11]1)[NH:25][c:26]1[s:27][cH:28][c:29](-[c:31]2[cH:32][cH:33][cH:34][cH:35][cH:36]2)[n:30]1)=[O:37].[CH3:46][OH:47].[Li+:39].[OH-:38].[OH2:40].[OH2:48]>>[O:2]=[C:3]([CH:4]([CH2:5][c:6]1[cH:7][cH:8][c:9]([O:12][CH2:13][CH2:14][N:15]([CH3:16])[C:17](=[O:18])[CH:19]2[CH2:20][CH2:21][CH2:22][CH2:23][CH2:24]2)[cH:10][cH:11]1)[NH:25][c:26]1[s:27][cH:28][c:29](-[c:31]2[cH:32][cH:33][cH:34][cH:35][cH:36]2)[n:30]1)[OH:37]. Starting materials: Cl (HCl), N[C@@H](C)C(=O)N[C@@H](CCCNC(N[N+](=O)[O-])=N)C(=O)O (H-Ala-Arg(NO2)), N1([C@@H](CCC1=O)C(=O)O)C(=O)OCC1=CC=CC=C1 (Z-PyroGlu). The solvent is CC(=O)O (AcOH), CN(C)C=O (DMF). The product is N1([C@@H](CCC1=O)C(=O)N[C@@H](C)C(=O)N[C@@H](CCCNC(N[N+](=O)[O-])=N)C(=O)O)C(=O)OCC1=CC=CC=C1 (Z-pyroGlu-Ala-Arg(NO2)). Yield: 54.9%. Reaction SMILES: Cl.[NH2:2][C@H:3]([C:5]([NH:7][C@H:8]([C:19]([OH:21])=[O:20])[CH2:9][CH2:10][CH2:11][NH:12][C:13](=[NH:18])[NH:14][N+:15]([O-:17])=[O:16])=[O:6])[CH3:4].[N:22]1([C:31]([O:33][CH2:34][C:35]2[CH:40]=[CH:39][CH:38]=[CH:37][CH:36]=2)=[O:32])[C:26](=[O:27])[CH2:25][CH2:24][C@H:23]1[C:28](O)=[O:29]>CN(C=O)C.CC(O)=O>[N:22]1([C:31]([O:33][CH2:34][C:35]2[CH:40]=[CH:39][CH:38]=[CH:37][CH:36]=2)=[O:32])[C:26](=[O:27])[CH2:25][CH2:24][C@H:23]1[C:28]([NH:2][C@H:3]([C:5]([NH:7][C@H:8]([C:19]([OH:21])=[O:20])[CH2:9][CH2:10][CH2:11][NH:12][C:13](=[NH:18])[NH:14][N+:15]([O-:17])=[O:16])=[O:6])[CH3:4])=[O:29]. Reported procedure: After 2.31 g (5.0 mmols) of HCl.H-Ala-Arg(NO2)-CHA was dissolved in 10 ml (15.0 mmols) of 1.5N NEM/DMF, 1.93 g (5.0 mmols) of Z-PyroGlu-SDP was added to the solution at 0° to 5° C. The resulting mixture was reacted at room temperature for 18 hours. After completion of the reaction, the reaction solution was diluted with 300 ml of AcOH followed by washing 4 times with 100 ml of cold 5% hydrochloric acid and twice with 100 ml of saturated sodium chloride aqueous solution. After drying over anhydro... Starting materials: O=C([O-])[O-], CN(C)C=O, FC(F)Cl, [K+], [K+], Nc1nc(N)nc(S)n1, O. Product: Nc1nc(N)nc(SC(F)F)n1. Reaction SMILES: [C:10](=[O:11])([O-:12])[O-:13].[CH3:16][N:17]([CH3:18])[CH:19]=[O:20].[Cl:21][CH:22]([F:23])[F:24].[K+:14].[K+:15].[NH2:1][c:2]1[n:3][c:4]([SH:9])[n:5][c:6]([NH2:8])[n:7]1.[OH2:25]>>[NH2:1][c:2]1[n:3][c:4]([S:9][CH:22]([F:23])[F:24])[n:5][c:6]([NH2:8])[n:7]1. Reactants: CC=1NC2=CC=C(C=C2C1)OC (2-methyl-5-methoxylindole), [H-].[Na+] (sodium hydride), BrCC(=O)OCC (ethyl 2-bromoacetate). The solvent is CN(C)C=O (DMF). Conditions: time 30 minute. Product: C(C)OC(CN1C(=CC2=CC(=CC=C12)OC)C)=O ((5-Methoxy-2-methyl-indol-1-yl)-acetic acid ethyl ester). As a reaction SMILES: [CH3:1][C:2]1[NH:3][C:4]2[C:9]([CH:10]=1)=[CH:8][C:7]([O:11][CH3:12])=[CH:6][CH:5]=2.[H-].[Na+].Br[CH2:16][C:17]([O:19][CH2:20][CH3:21])=[O:18]>CN(C=O)C>[CH2:20]([O:19][C:17](=[O:18])[CH2:16][N:3]1[C:4]2[C:9](=[CH:8][C:7]([O:11][CH3:12])=[CH:6][CH:5]=2)[CH:10]=[C:2]1[CH3:1])[CH3:21] |f:1.2|. Reported procedure: To a solution of 2-methyl-5-methoxylindole (5.10 g, 31.6 mmol) in DMF (200 mL) is added sodium hydride (60%, 1.9 g, 47.4 mmol) at 0˜5° C., stirred for 30 min, ethyl 2-bromoacetate (8.35 g, 50 mmol) is added. After 2 hr at room temperature, the reaction is quenched by water, extracted with ether. Combined organic layers are washed with water and brine, dried over sodium sulfate. Concentration yields the crude title product, which is used for next step without further purification. The reactants are OC(CN1C=C2N(C(N(C(C2=C1C1=CC=CC=C1)=O)C)=O)C)CO (6-(2,3-Dihydroxypropyl)-1,3-dimethyl-5-phenyl-1H-pyrrolo[3,4-d]pyrimidine-2,4(3H,6H)-dione), N1C=NC=C1 (imidazole), [Si](C)(C)(C(C)(C)C)Cl (TBS-Cl), [Si](C)(C)(C(C)(C)C)Cl (TBS-Cl). The reagents and catalysts are CN(C)C=1C=CN=CC1 (DMAP). The solvent is CN(C)C=O (DMF), CCOC(=O)C (EtOAc). Run at time 8 hour. Yields the product [Si](C)(C)(C(C)(C)C)OCC(CN1C=C2N(C(N(C(C2=C1C1=CC=CC=C1)=O)C)=O)C)O (6-(3-(tert-Butyldimethylsilyloxy)-2-hydroxypropyl)-1,3-dimethyl-5-phenyl-1H-pyrrolo[3,4-d]pyrimidine-2,4(3H,6H)-dione). As a reaction SMILES: [OH:1][CH:2]([CH2:23][OH:24])[CH2:3][N:4]1[C:12]([C:13]2[CH:18]=[CH:17][CH:16]=[CH:15][CH:14]=2)=[C:11]2[C:6]([N:7]([CH3:22])[C:8](=[O:21])[N:9]([CH3:20])[C:10]2=[O:19])=[CH:5]1.N1C=CN=C1.[Si:30](Cl)([C:33]([CH3:36])([CH3:35])[CH3:34])([CH3:32])[CH3:31]>CN(C1C=CN=CC=1)C.CN(C=O)C.CCOC(C)=O>[Si:30]([O:24][CH2:23][CH:2]([OH:1])[CH2:3][N:4]1[C:12]([C:13]2[CH:18]=[CH:17][CH:16]=[CH:15][CH:14]=2)=[C:11]2[C:6]([N:7]([CH3:22])[C:8](=[O:21])[N:9]([CH3:20])[C:10]2=[O:19])=[CH:5]1)([C:33]([CH3:36])([CH3:35])[CH3:34])([CH3:32])[CH3:31]. Procedure details: 6-(2,3-Dihydroxypropyl)-1,3-dimethyl-5-phenyl-1H-pyrrolo[3,4-d]pyrimidine-2,4(3H,6H)-dione (step 1)(1.66 g, 5.04 mmol), imidazole (0.686 g, 10.08 mmol) and DMAP (0.062 g, 0.504 mmol) were dissolved in DMF (25 ml) and TBS-Cl (0.836 g, 5.54 mmol) was added. The resulting mixture was stirred at RT overnight. Further TBS-Cl (0.836 g, 5.54 mmol) added and stirring continued for 2 hours. The reaction mixture was diluted with EtOAc and washed with sat. NaHCO3(aq) and brine (3×). The organic phase was d... Procedure details: Beginning with 8.7 mg (0.038 mMol) 6-amino-3-(dimethyl)amino-1,2,3,4-tetrahydro-9H-carbazole and 10.0 mg (0.090 mMol) 5-methylfuran-3-carboxylic acid, 7.9 mg (62%) of the title compound were recovered as a beige solid. Reactants: NC=1C=C2C=3CC(CCC3NC2=CC1)N(C)C (6-amino-3-(dimethyl)amino-1,2,3,4-tetrahydro-9H-carbazole), CC1=CC(=CO1)C(=O)O (5-methylfuran-3-carboxylic acid). Yields the product CC1=CC(=CO1)C(=O)NC=1C=C2C=3CC(CCC3NC2=CC1)N(C)C (6-(5-methylfur-3-oyl)amino-3-(dimethyl)amino-1,2,3,4-tetrahydro-9H-carbazole). Reaction SMILES: [NH2:1][C:2]1[CH:3]=[C:4]2[C:12](=[CH:13][CH:14]=1)[NH:11][C:10]1[CH2:9][CH2:8][CH:7]([N:15]([CH3:17])[CH3:16])[CH2:6][C:5]2=1.[CH3:18][C:19]1[O:23][CH:22]=[C:21]([C:24](O)=[O:25])[CH:20]=1>>[CH3:18][C:19]1[O:23][CH:22]=[C:21]([C:24]([NH:1][C:2]2[CH:3]=[C:4]3[C:12](=[CH:13][CH:14]=2)[NH:11][C:10]2[CH2:9][CH2:8][CH:7]([N:15]([CH3:17])[CH3:16])[CH2:6][C:5]3=2)=[O:25])[CH:20]=1. Yield: 61.6%. Starting materials: NC(C(=O)O)CC1=CC=C(C=C1)Br (2-amino-3-(4-bromophenyl)propanoic acid), O=S(Cl)Cl (SOCl2), CCO (EtOH). Reaction conditions: temperature 80 celsius, time 2 hour. The product is C(C)OC(C(CC1=CC=C(C=C1)Br)N)=O (ethyl-2-amino-3-(4-bromophenyl)propanoate). Isolated yield 72.0%. As a reaction SMILES: [NH2:1][CH:2]([CH2:6][C:7]1[CH:12]=[CH:11][C:10]([Br:13])=[CH:9][CH:8]=1)[C:3]([OH:5])=[O:4].O=S(Cl)Cl.[CH3:18][CH2:19]O>>[CH2:18]([O:4][C:3](=[O:5])[CH:2]([NH2:1])[CH2:6][C:7]1[CH:8]=[CH:9][C:10]([Br:13])=[CH:11][CH:12]=1)[CH3:19]. Reported procedure: To a solution of 2-amino-3-(4-bromophenyl)propanoic acid (40 g, 164 mmol) in EtOH (100 mL) was added SOCl2 (30 ml, 422 mmol) dropwise at 80° C. The mixture was stirred at 80° C. for 2 hrs. After the solvent was evaporated, the residue was extracted by EA. The combined organic layers were washed with aqueous NaCl, dried by anhydrous Na2SO4, and concentrated in vacuo to afford ethyl-2-amino-3-(4-bromophenyl)propanoate as a yellow liquid (32 g, yield: 72%). The reactants are C(C)(C)(C)OC(=O)N1CCC(CC1)(O)C=1N(C=C(N1)C1=CC(=C(C=C1)F)Cl)CCN(C)C (4-[4-(3-chloro-4-fluoro-phenyl)-1-(2-dimethylamino-ethyl)-1H-imidazol-2-yl]-4-hydroxy-piperidine-1-carboxylic acid tert-butyl ester), Cl (hydrogen chloride), Cl (HCl), CO (methanol). Run in C(Cl)Cl (DCM). Run at time 5 minute. Yields the product Cl.Cl.ClC=1C=C(C=CC1F)C=1N=C(N(C1)CCN(C)C)C1(CCNCC1)O (4-[4-(3-Chloro-4-fluoro-phenyl)-1-(2-dimethylamino-ethyl)-1H-imidazol-2-yl]-piperidin-4-ol dihydrochloride). RXN SMILES: C(OC([N:8]1[CH2:13][CH2:12][C:11]([C:15]2[N:16]([CH2:28][CH2:29][N:30]([CH3:32])[CH3:31])[CH:17]=[C:18]([C:20]3[CH:25]=[CH:24][C:23]([F:26])=[C:22]([Cl:27])[CH:21]=3)[N:19]=2)([OH:14])[CH2:10][CH2:9]1)=O)(C)(C)C.[ClH:33].CO>C(Cl)Cl>[ClH:27].[ClH:33].[Cl:27][C:22]1[CH:21]=[C:20]([C:18]2[N:19]=[C:15]([C:11]3([OH:14])[CH2:12][CH2:13][NH:8][CH2:9][CH2:10]3)[N:16]([CH2:28][CH2:29][N:30]([CH3:32])[CH3:31])[CH:17]=2)[CH:25]=[CH:24][C:23]=1[F:26] |f:4.5.6|. Procedure: Dissolve 4-[4-(3-chloro-4-fluoro-phenyl)-1-(2-dimethylamino-ethyl)-1H-imidazol-2-yl]-4-hydroxy-piperidine-1-carboxylic acid tert-butyl ester (1.00 equiv; 1.68 mmol; 785.00 mg) in 5 mL DCM and slowly add hydrogen chloride (24.00 mmol; 6.00 mL of 4M in dioxane) at RT. After 5 min, the solution becomes cloudy then an oily white solid comes out of solution. Add 2 mL methanol to get the solid back in solution. At 30 min, HPLC shows 25% starting material. Add 1 mL additional HCl solution. After total ...